Dataset: the Open Reaction Database (ORD), a public repository of structured organic reaction records. Task: describe an organic reaction: reactants, conditions, products, and yield Starting materials: ClC(Cl)Cl, CC(Oc1ccc(Oc2ccc(Cl)cc2)cc1)C(=O)O, OCCCCCl, O, O=S(=O)(O)O. Product: CC(Oc1ccc(Oc2ccc(Cl)cc2)cc1)C(=O)OCCCCCl. RXN SMILES: [CH:33]([Cl:34])([Cl:35])[Cl:36].[Cl:1][c:2]1[cH:3][cH:4][c:5]([O:6][c:7]2[cH:8][cH:9][c:10]([O:11][CH:12]([C:13](=[O:14])[OH:15])[CH3:16])[cH:17][cH:18]2)[cH:19][cH:20]1.[Cl:21][CH2:22][CH2:23][CH2:24][CH2:25][OH:26].[OH2:32].[S:27](=[O:28])(=[O:29])([OH:30])[OH:31]>>[Cl:1][c:2]1[cH:3][cH:4][c:5]([O:6][c:7]2[cH:8][cH:9][c:10]([O:11][CH:12]([C:13]([O:14][CH2:25][CH2:24][CH2:23][CH2:22][Cl:21])=[O:15])[CH3:16])[cH:17][cH:18]2)[cH:19][cH:20]1. Reactants: FC=1C=C(C=NC1)C1=CC(=NC(=N1)SC)N1[C@H](COCC1)C ((S)-4-(6-(5-fluoropyridin-3-yl)-2-(methylthio)pyrimidin-4-yl)-3-methylmorpholine), OCCNC(=O)NC1=CC=C(C=C1)B1OC(C(O1)(C)C)(C)C (1-(2-hydroxyethyl)-3-(4-(4,4,5,5-tetramethyl-1,3,2-dioxaborolan-2-yl)phenyl)urea), OCCNC(=O)NC1=CC=C(C=C1)B1OC(C(O1)(C)C)(C)C (1-(2-hydroxyethyl)-3-(4-(4,4,5,5-tetramethyl-1,3,2-dioxaborolan-2-yl)phenyl)urea), ClC1=NC(=CC(=N1)N1[C@H](COCC1)C)C1=NC=CC=C1 ((S)-4-(2-chloro-6-(pyridin-2-yl)pyrimidin-4-yl)-3-methylmorpholine), ClC1=NC(=CC(=N1)N1[C@H](COCC1)C)C1=NC=CC=C1 ((S)-4-(2-chloro-6-(pyridin-2-yl)pyrimidin-4-yl)-3-methylmorpholine). The product is OCCNC(=O)NC1=CC=C(C=C1)C1=NC(=CC(=N1)N1[C@H](COCC1)C)C1=NC=CC=C1 ((S)-1-(2-hydroxyethyl)-3-(4-(4-(3-methylmorpholino)-6-(pyridin-2-yl)pyrimidin-2-yl)phenyl)urea). The yield is 64.0%. As a reaction SMILES: FC1C=C(C2N=C(SC)N=C(N3CCOC[C@@H]3C)C=2)C=NC=1.Cl[C:24]1[N:29]=[C:28]([N:30]2[CH2:35][CH2:34][O:33][CH2:32][C@@H:31]2[CH3:36])[CH:27]=[C:26]([C:37]2[CH:42]=[CH:41][CH:40]=[CH:39][N:38]=2)[N:25]=1.[OH:43][CH2:44][CH2:45][NH:46][C:47]([NH:49][C:50]1[CH:55]=[CH:54][C:53](B2OC(C)(C)C(C)(C)O2)=[CH:52][CH:51]=1)=[O:48]>>[OH:43][CH2:44][CH2:45][NH:46][C:47]([NH:49][C:50]1[CH:55]=[CH:54][C:53]([C:24]2[N:29]=[C:28]([N:30]3[CH2:35][CH2:34][O:33][CH2:32][C@@H:31]3[CH3:36])[CH:27]=[C:26]([C:37]3[CH:42]=[CH:41][CH:40]=[CH:39][N:38]=3)[N:25]=2)=[CH:52][CH:51]=1)=[O:48]. Procedure: Method as described for intermediate 5 using (S)-4-(2-chloro-6-(pyridin-2-yl)pyrimidin-4-yl)-3-methylmorpholine (intermediate 21) and 1-(2-hydroxyethyl)-3-(4-(4,4,5,5-tetramethyl-1,3,2-dioxaborolan-2-yl)phenyl)urea (intermediate 18). Material was purified by prep HPLC (low pH) to afford a grey solid. Further purification was achieved using an SCX-2 cartridge to afford a grey solid (122 mg, 64%). The reactants are [OH-].[Na+] (NaOH), C(C)OC(=O)C=1N(C=C(C1OC)NC(=O)OC(C)(C)C)C.C(C1=CC=CC=C1)OC(=O)NC=1C(=C(N(C1)C)C(=O)OCC)O (Ethyl 4-[(benzyloxycarbonyl)amino]-3-hydroxy-1-methylpyrrole-2-carboxylate Ethyl 4-[(tert-butoxycarbonyl)amino]-3-methoxy-1-methylpyrrole-2-carboxylate), O (Water). The solvent is C(C)O (ethanol). Reaction conditions: time 4 day. The product is C(C)(C)(C)OC(=O)NC=1C(=C(N(C1)C)C(=O)OCC)OC (Ethyl 4-[(tert-butoxycarbonyl)amino]-3-methoxy-1-methylpyrrole-2-carboxylate). RXN SMILES: [CH2:1]([O:3][C:4]([C:6]1[N:7]([CH3:21])[CH:8]=[C:9]([NH:13][C:14]([O:16][C:17]([CH3:20])([CH3:19])[CH3:18])=[O:15])[C:10]=1[O:11][CH3:12])=[O:5])[CH3:2].C(OC(NC1C(O)=C(C(OCC)=O)N(C)C=1)=O)C1C=CC=CC=1.[OH-].[Na+].O>C(O)C>[C:17]([O:16][C:14]([NH:13][C:9]1[C:10]([O:11][CH3:12])=[C:6]([C:4]([O:3][CH2:1][CH3:2])=[O:5])[N:7]([CH3:21])[CH:8]=1)=[O:15])([CH3:19])([CH3:20])[CH3:18] |f:0.1,2.3|. Procedure details: Ethyl 4-[(benzyloxycarbonyl)amino]-3-hydroxy-1-methylpyrrole-2-carboxylate Ethyl 4-[(tert-butoxycarbonyl)amino]-3-methoxy-1-methylpyrrole-2-carboxylate (9.0 g, 30.2 mmol) was dissolved in 30 mL ethanol. NaOH (30 ml, 1 M, aq) was added and the solution stirred for 4 days. Water (200 ml) was added and ethanol removed in vacuo. The solution was extracted with diethyl ether, aqueous layer acidified to pH=2-3, and extracted again with diethyl ether. Organic layers were dried over MgSO4, and solvent r...